From a dataset of the Open Reaction Database (ORD), a public repository of structured organic reaction records. describe an organic reaction: reactants, conditions, products, and yield The reactants are Cl.C(C)(=O)C=1C=CC(=C(C1)C=1C2=C(N=CN1)C(=C(N2)C)C(=O)N[C@@H]2CC[C@H](CC2)N)OCC2CC2 (4-[5-acetyl-2-(cyclopropylmethoxy)phenyl]-N-(trans-4-aminocyclohexyl)-6-methyl-5H-pyrrolo[3,2-d]pyrimidine-7-carboxamide hydrochloride), COCC(=O)Cl (methoxy-acetyl chloride). Yields the product C(C)(=O)C=1C=CC(=C(C1)C=1C2=C(N=CN1)C(=C(N2)C)C(=O)N[C@@H]2CC[C@H](CC2)NC(COC)=O)OCC2CC2 (4-[5-Acetyl-2-(cyclopropylmethoxy)phenyl]-N-{trans-4-[(methoxyacetyl)amino]cyclohexyl}-6-methyl-5H-pyrrolo[3,2-d]pyrimidine-7-carboxamide). As a reaction SMILES: Cl.[C:2]([C:5]1[CH:6]=[CH:7][C:8]([O:31][CH2:32][CH:33]2[CH2:35][CH2:34]2)=[C:9]([C:11]2[C:12]3[NH:19][C:18]([CH3:20])=[C:17]([C:21]([NH:23][C@H:24]4[CH2:29][CH2:28][C@H:27]([NH2:30])[CH2:26][CH2:25]4)=[O:22])[C:13]=3[N:14]=[CH:15][N:16]=2)[CH:10]=1)(=[O:4])[CH3:3].[CH3:36][O:37][CH2:38][C:39](Cl)=[O:40]>>[C:2]([C:5]1[CH:6]=[CH:7][C:8]([O:31][CH2:32][CH:33]2[CH2:34][CH2:35]2)=[C:9]([C:11]2[C:12]3[NH:19][C:18]([CH3:20])=[C:17]([C:21]([NH:23][C@H:24]4[CH2:29][CH2:28][C@H:27]([NH:30][C:39](=[O:40])[CH2:38][O:37][CH3:36])[CH2:26][CH2:25]4)=[O:22])[C:13]=3[N:14]=[CH:15][N:16]=2)[CH:10]=1)(=[O:4])[CH3:3] |f:0.1|. Procedure: Starting from 4-[5-acetyl-2-(cyclopropylmethoxy)phenyl]-N-(trans-4-aminocyclohexyl)-6-methyl-5H-pyrrolo[3,2-d]pyrimidine-7-carboxamide hydrochloride (example D.f56) and commercially available methoxy-acetyl chloride the title compound is obtained as colorless solid. Starting materials: C(C)O[C@@H](CC(=O)OC)C1=CC=C(C=C1)O (Methyl (3S)-3-ethoxy-3-(4-hydroxyphenyl)propionate), CC1(CC(C2=CC=CC=C12)O)C (3,3-dimethylindan-1-ol), C1(=CC=CC=C1)P(C1=CC=CC=C1)C1=CC=CC=C1 (triphenylphosphine), C1(=CC=CC=C1)C.N(=NC(=O)OCC)C(=O)OCC (diethyl azodicarboxylate toluene). The solvent is O1CCCC1 (tetrahydrofuran). Conditions: temperature 50 celsius, time 4 hour. The product is CC1(CC(C2=CC=CC=C12)OC1=CC=C(C=C1)[C@H](CC(=O)OC)OCC)C (Methyl (3S)-3-{4-[(3,3-dimethyl-2,3-dihydro-1H-inden-1-yl)oxy]phenyl}-3-ethoxypropionate). The yield is 62.0%. Reaction SMILES: [CH2:1]([O:3][C@H:4]([C:10]1[CH:15]=[CH:14][C:13]([OH:16])=[CH:12][CH:11]=1)[CH2:5][C:6]([O:8][CH3:9])=[O:7])[CH3:2].[CH3:17][C:18]1([CH3:28])[C:26]2[C:21](=[CH:22][CH:23]=[CH:24][CH:25]=2)[CH:20](O)[CH2:19]1.C1(P(C2C=CC=CC=2)C2C=CC=CC=2)C=CC=CC=1.C1(C)C=CC=CC=1.N(C(OCC)=O)=NC(OCC)=O>O1CCCC1>[CH3:17][C:18]1([CH3:28])[C:26]2[C:21](=[CH:22][CH:23]=[CH:24][CH:25]=2)[CH:20]([O:16][C:13]2[CH:14]=[CH:15][C:10]([C@@H:4]([O:3][CH2:1][CH3:2])[CH2:5][C:6]([O:8][CH3:9])=[O:7])=[CH:11][CH:12]=2)[CH2:19]1 |f:3.4|. Reported procedure: Methyl (3S)-3-ethoxy-3-(4-hydroxyphenyl)propionate (100 mg, 0.446 mmol) produced in Example 41 (41C) and 3,3-dimethylindan-1-ol (110 mg, 0.669 mmol) were dissolved in tetrahydrofuran (10 mL), and triphenylphosphine (178 mg, 0.680 mmol) and a 40% diethyl azodicarboxylate toluene solution (309 μL, 0.680 mmol) were added thereto at room temperature, and then, the resulting mixture was stirred under a nitrogen atmosphere at 50° C. for 4 hours. After the reaction solution was cooled to room temperatu... Starting materials: C(C1=CC=CC=C1)OC(=O)C=1C(C(=C(NC1C)C)OCCOC)C1C(C(=CC=C1)[N+](=O)[O-])=C=O (2,6-dimethyl-3-(2-methoxyethyloxy)-carbonyl-4-(3'-nitrophenyl)-1,4-dihydropyridine-5-carboxylic acid benzyl ester). Run in C(C)O (ethanol), C(C)O (ethanol). Yields the product 3'-nitrobenzylideneacetoacetic acid 2-methoxyethyl ester, C(C1=CC=CC=C1)OC(\C=C(\C)/N)=O (β-aminocrotonic acid benzyl ester). Yield: 79.0%. RXN SMILES: [CH2:1]([O:8][C:9]([C:11]1C(C2C=CC=C([N+]([O-])=O)C2=C=O)C(OCCOC)=C(C)[NH:15][C:16]=1[CH3:17])=[O:10])[C:2]1[CH:7]=[CH:6][CH:5]=[CH:4][CH:3]=1>C(O)C>[CH2:1]([O:8][C:9](=[O:10])/[CH:11]=[C:16](\[NH2:15])/[CH3:17])[C:2]1[CH:7]=[CH:6][CH:5]=[CH:4][CH:3]=1. Reported procedure: Analogously to Example 1 heating a solution of 75 mmols of 3'-nitrobenzylideneacetoacetic acid 2-methoxyethyl ester and 75 mmols of β-aminocrotonic acid benzyl ester in 120 ml of ethanol gave 2,6-dimethyl-3-(2-methoxyethyloxy)-carbonyl-4-(3'-nitrophenyl)-1,4-dihydropyridine-5-carboxylic acid benzyl ester of melting point 152° C (from ethanol).